Task: describe an organic reaction: reactants, conditions, products, and yield. Dataset: the Open Reaction Database (ORD), a public repository of structured organic reaction records The reactants are C(C1=CC=CC=C1)(=O)OCC(CO)C (3-benzoyloxy-2-methylpropanol), O1CCCC=C1 (dihydropyran), C1(=CC=C(C=C1)S(=O)(=O)[O-])C.[NH+]1=CC=CC=C1 (pyridinium p-toluenesulfonate), O1CCCC=C1 (Dihydropyran), C1(=CC=C(C=C1)S(=O)(=O)[O-])C.[NH+]1=CC=CC=C1 (pyridinium p-toluenesulfonate), CCOCC (Ether), resultant mixture. Solvent: ClCCl (dichloromethane). Conditions: time 2 hour. Yields the product C(C1=CC=CC=C1)(=O)OCC(COC1OCCCC1)C (1-benzoyloxy-2-methyl-3-tetrahydropyranyloxypropane). The yield is 88.2%. Reaction SMILES: [C:1]([O:9][CH2:10][CH:11]([CH3:14])[CH2:12][OH:13])(=[O:8])[C:2]1[CH:7]=[CH:6][CH:5]=[CH:4][CH:3]=1.[O:15]1[CH:20]=[CH:19][CH2:18][CH2:17][CH2:16]1.C1(C)C=CC(S([O-])(=O)=O)=CC=1.[NH+]1C=CC=CC=1.CCOCC>ClCCl>[C:1]([O:9][CH2:10][CH:11]([CH3:14])[CH2:12][O:13][CH:16]1[CH2:17][CH2:18][CH2:19][CH2:20][O:15]1)(=[O:8])[C:2]1[CH:7]=[CH:6][CH:5]=[CH:4][CH:3]=1 |f:2.3|. Reported procedure: A mixture of 3-benzoyloxy-2-methylpropanol (369 mg; 1.9 mmol), dihydropyran (273 mg; 3.25 mmol) and pyridinium p-toluenesulfonate (50 mg; 0.2 mmol) in anhydrous dichloromethane (10 ml) was stirred at room temperature for 2 hours. Dihydropyran (200 mg; 2.38 mmol) and pyridinium p-toluenesulfonate (50 mg; 0.2 mmol) were further added thereto, and the resultant mixture was stirred for 3 hours. Ether (50 ml) was added to the reaction mixture, which was washed with an aqueous solution of sodium chlor... The reactants are CCOc1cc(C(C)(C)C)ncc1C1=NC(C)(c2ccc(Cl)cc2)C(C)(c2ccc(Cl)cc2)N1C(=O)N1CCC(CC(=O)O)CC1, COCCNC(C)C. Product: CCOc1cc(C(C)(C)C)ncc1C1=NC(C)(c2ccc(Cl)cc2)C(C)(c2ccc(Cl)cc2)N1C(=O)N1CCC(CC(=O)N(CCOC)C(C)C)CC1. Reaction SMILES: [C:1]([CH3:2])([CH3:3])([CH3:4])[c:5]1[cH:6][c:7]([O:44][CH2:45][CH3:46])[c:8]([C:11]2=[N:15][C:14]([CH3:16])([c:17]3[cH:18][cH:19][c:20]([Cl:23])[cH:21][cH:22]3)[C:13]([CH3:24])([c:25]3[cH:26][cH:27][c:28]([Cl:31])[cH:29][cH:30]3)[N:12]2[C:32](=[O:33])[N:34]2[CH2:35][CH2:36][CH:37]([CH2:40][C:41](=[O:42])[OH:43])[CH2:38][CH2:39]2)[cH:9][n:10]1.[CH:47]([CH3:48])([CH3:49])[NH:50][CH2:51][CH2:52][O:53][CH3:54]>>[C:1]([CH3:2])([CH3:3])([CH3:4])[c:5]1[cH:6][c:7]([O:44][CH2:45][CH3:46])[c:8]([C:11]2=[N:15][C:14]([CH3:16])([c:17]3[cH:18][cH:19][c:20]([Cl:23])[cH:21][cH:22]3)[C:13]([CH3:24])([c:25]3[cH:26][cH:27][c:28]([Cl:31])[cH:29][cH:30]3)[N:12]2[C:32](=[O:33])[N:34]2[CH2:35][CH2:36][CH:37]([CH2:40][C:41](=[O:43])[N:50]([CH:47]([CH3:48])[CH3:49])[CH2:51][CH2:52][O:53][CH3:54])[CH2:38][CH2:39]2)[cH:9][n:10]1. Starting materials: C(C)I (Ethyl iodide), ClC1=C(N)C=CC(=C1)SC#N (2-chloro-4-thiocyanoaniline), O.O.O.O.O.O.O.O.O.[S-2].[Na+].[Na+] (sodium sulfide nonahydrate). Solvent: O (water), C(C)O (ethanol), O (water). Run at temperature 50 celsius, time 2 hour. The product is ClC1=C(N)C=CC(=C1)SCC (2-chloro-4-ethylthioaniline). Reaction SMILES: [Cl:1][C:2]1[CH:8]=[C:7]([S:9][C:10]#N)[CH:6]=[CH:5][C:3]=1[NH2:4].O.O.O.O.O.O.O.O.O.[S-2].[Na+].[Na+].[CH2:24](I)C>C(O)C.O>[Cl:1][C:2]1[CH:8]=[C:7]([S:9][CH2:10][CH3:24])[CH:6]=[CH:5][C:3]=1[NH2:4] |f:1.2.3.4.5.6.7.8.9.10.11.12|. Reported procedure: A solution of 2-chloro-4-thiocyanoaniline (40 g., 0.22 mole) in ethanol (250 ml.) is added to a stirred solution of sodium sulfide nonahydrate (58.5 g., 0.22 mole) in water (110 ml.) and the mixture is warmed (50° C.) for 45 minutes. Ethyl iodide (36.6 g., 0.22 mole) is added and stirring is continued for 2 hours at 50° C. and then at room temperature overnight. The reaction is poured into water (3 liters) and the product extracted with either. The combined extracts are washed with water and dri... Starting materials: COCC(O)CN(Cc1ccccc1)Cc1ncc(N2CCCC2COC)nc1Cl, CC(C)(C)[O-], [K+], CN(C)C=O, O. The product is COCC1CN(Cc2ccccc2)Cc2ncc(N3CCCC3COC)nc2O1. RXN SMILES: [CH2:1]([c:2]1[cH:3][cH:4][cH:5][cH:6][cH:7]1)[N:8]([CH2:9][CH:10]([CH2:11][O:12][CH3:13])[OH:14])[CH2:15][c:16]1[n:17][cH:18][c:19]([N:23]2[CH:24]([CH2:28][O:29][CH3:30])[CH2:25][CH2:26][CH2:27]2)[n:20][c:21]1[Cl:22].[CH3:31][C:32]([CH3:33])([O-:34])[CH3:35].[K+:36].[O:38]=[CH:39][N:40]([CH3:41])[CH3:42].[OH2:37]>>[CH2:1]([c:2]1[cH:3][cH:4][cH:5][cH:6][cH:7]1)[N:8]1[CH2:9][CH:10]([CH2:11][O:12][CH3:13])[O:14][c:21]2[c:16]([n:17][cH:18][c:19]([N:23]3[CH:24]([CH2:28][O:29][CH3:30])[CH2:25][CH2:26][CH2:27]3)[n:20]2)[CH2:15]1. Starting materials: CCOP(=O)(CP(=O)(OCC)OCC)OCC, CN(C)C=O, CCOC(=O)c1ccc(-c2nc(COc3ccc(COc4nn(-c5ccccc5)cc4C=O)cc3OC)c(C)o2)s1, [H-], [Na+], O. Product: CCOC(=O)c1ccc(-c2nc(COc3ccc(COc4nn(-c5ccccc5)cc4C=CP(=O)(OCC)OCC)cc3OC)c(C)o2)s1. RXN SMILES: [CH2:42]([P:43](=[O:44])([O:45][CH2:46][CH3:47])[O:48][CH2:49][CH3:50])[P:51]([O:52][CH2:53][CH3:54])([O:55][CH2:56][CH3:57])=[O:58].[CH3:59][N:60]([CH3:61])[CH:62]=[O:63].[CH:1](=[O:2])[c:3]1[c:4]([O:14][CH2:15][c:16]2[cH:17][c:18]([O:40][CH3:41])[c:19]([O:20][CH2:21][c:22]3[n:23][c:24](-[c:28]4[cH:29][cH:30][c:31]([C:33](=[O:34])[O:35][CH2:36][CH3:37])[s:32]4)[o:25][c:26]3[CH3:27])[cH:38][cH:39]2)[n:5][n:6](-[c:8]2[cH:9][cH:10][cH:11][cH:12][cH:13]2)[cH:7]1.[H-:64].[Na+:65].[OH2:66]>>[CH:1]([c:3]1[c:4]([O:14][CH2:15][c:16]2[cH:17][c:18]([O:40][CH3:41])[c:19]([O:20][CH2:21][c:22]3[n:23][c:24](-[c:28]4[cH:29][cH:30][c:31]([C:33](=[O:34])[O:35][CH2:36][CH3:37])[s:32]4)[o:25][c:26]3[CH3:27])[cH:38][cH:39]2)[n:5][n:6](-[c:8]2[cH:9][cH:10][cH:11][cH:12][cH:13]2)[cH:7]1)=[CH:42][P:51]([O:52][CH2:53][CH3:54])([O:55][CH2:56][CH3:57])=[O:58]. The reactants are ClC1(CC=C(C=C1)Cl)CC(CC)O (1-chloro-4-chlorophenyl-2-butanol), N1C=NC=C1 (imidazole), C1(=CC=CC=C1)C (toluene), [OH-].[Na+] (sodium hydroxide). Reagents/catalysts: [Cl-].C(C1=CC=CC=C1)[N+](CC)(CC)CC (benzyltriethyammonium chloride). Solvent: O (water). Reaction conditions: temperature 94 celsius, time 1 hour. The product is ClC1=CC=C(C=C1)CCC(CN1C=NC=C1)O (1-[4-(4-chlorophenyl)-2-hydroxy-n-butyl]-imidazole). Reaction SMILES: Cl[C:2]1([CH2:9][CH:10](O)[CH2:11][CH3:12])[CH:7]=[CH:6][C:5]([Cl:8])=[CH:4][CH2:3]1.C1(C)C=CC=CC=1.[NH:21]1[CH:25]=[CH:24][N:23]=[CH:22]1.[OH-:26].[Na+]>O.[Cl-].C([N+](CC)(CC)CC)C1C=CC=CC=1>[Cl:8][C:5]1[CH:6]=[CH:7][C:2]([CH2:9][CH2:10][CH:11]([OH:26])[CH2:12][N:21]2[CH:25]=[CH:24][N:23]=[CH:22]2)=[CH:3][CH:4]=1 |f:3.4,6.7|. Reported procedure: To a solution of 56.7 g (0.26 mol) of 1-chloro-4-chlorophenyl-2-butanol (J. of Medicinal Chemistry, 1978. Vol. 21. No. 8. p. 842) in 200 ml of toluene 36.2 g (0.9 mol) of sodium hydroxide dissolved in 100 ml of water, 6.4 g (0.028 mol) of benzyltriethyammonium chloride and 35.2 g (0.51 mol) of imidazole (III) are added. The reaction mixture is heated at 93-95° C. for one hour then the temperature is returned to about 60° C., the phases are separated and to the organic layer water (100 ml) is add... Reactants: CO, COC(=O)C(N)Cc1c[nH]c2ccc(F)cc12, Cl. Product: COC(=O)C1Cc2c([nH]c3ccc(F)cc23)CN1, Cl. RXN SMILES: [CH3:19][OH:20].[CH3:2][O:3][C:4]([CH:5]([NH2:6])[CH2:7][c:8]1[cH:9][nH:10][c:11]2[cH:12][cH:13][c:14]([F:17])[cH:15][c:16]12)=[O:18].[ClH:1]>>[CH3:2][O:3][C:4]([CH:5]1[NH:6][CH2:19][c:9]2[c:8]([c:16]3[c:11]([nH:10]2)[cH:12][cH:13][c:14]([F:17])[cH:15]3)[CH2:7]1)=[O:18].[ClH:1]. Reactants: BrN1C(CCC1=O)=O (N-bromosuccinimide), COC1=NC=CC=C1N (2-methoxypyridin-3-amine), O (water). Solvent: CN(C=O)C (N,N-dimethylformamide), CN(C=O)C (N,N-dimethylformamide). Conditions: time 30 minute. Product: BrC1=CC=C(C(=N1)OC)N (6-bromo-2-methoxypyridin-3-amine). The yield is 80.5%. As a reaction SMILES: [CH3:1][O:2][C:3]1[C:8]([NH2:9])=[CH:7][CH:6]=[CH:5][N:4]=1.[Br:10]N1C(=O)CCC1=O.O>CN(C)C=O>[Br:10][C:5]1[N:4]=[C:3]([O:2][CH3:1])[C:8]([NH2:9])=[CH:7][CH:6]=1. Reported procedure: A solution of 2-methoxypyridin-3-amine (39.4 g) in N,N-dimethylformamide (200 mL) was cooled to −30° C., and a solution of N-bromosuccinimide (62.1 g) in N,N-dimethylformamide (100 mL) was added dropwise. After stirring for 30 minutes, the reaction solution was poured into water and extracted with chloroform. The organic layer was sequentially washed with a saturated sodium sulfite solution, water and brine and dried over sodium sulfate. After filtration, the filtrate was concentrated under redu... The reactants are [H-].[Na+] (sodium hydride), C(CS)(=O)OC (methyl thioglycolate), C(C)(C)(C)OC(=O)N1CCC(CC1)S(=O)(=O)C (4-methanesulfonyl-piperidine-carboxylic acid tert-butyl ester). Run in CN(C)C=O (DMF), CN(C)C=O (DMF). Yields the product C(C)(C)(C)OC(=O)N1CCC(CC1)SCC(=O)OC (4-methoxycarbonylmethylsulfanyl-piperidine-1-carboxylic acid tert-butyl ester). As a reaction SMILES: [H-].[Na+].[C:3]([O:7][CH3:8])(=[O:6])[CH2:4][SH:5].[C:9]([O:13][C:14]([N:16]1[CH2:21][CH2:20][CH:19](S(C)(=O)=O)[CH2:18][CH2:17]1)=[O:15])([CH3:12])([CH3:11])[CH3:10]>CN(C=O)C>[C:9]([O:13][C:14]([N:16]1[CH2:21][CH2:20][CH:19]([S:5][CH2:4][C:3]([O:7][CH3:8])=[O:6])[CH2:18][CH2:17]1)=[O:15])([CH3:12])([CH3:10])[CH3:11] |f:0.1|. Procedure: To sodium hydride (60% wt. suspension in mineral oil, 108 mg) in dry DMF (5 ml) was added methyl thioglycolate (160 ul) dropwise at 0° C. After 30 minutes added 4-methanesulfonyl-piperidine-carboxylic acid tert-butyl ester (500 mg) as a solution in DMF (1.5 ml) and the reaction mixture was warmed up to room temperature over 5 hours. Aqueous work-up and purification on silica yielded 4-methoxycarbonylmethylsulfanyl-piperidine-1-carboxylic acid tert-butyl ester (414 mg). The reactants are BrC1=CC=C(C=2C=C(OC21)C)F (7-bromo-4-fluoro-2-methylbenzofuran), Mg, Cl (hydrochloric acid), C(CC)=O (propionaldehyde). The solvent is O1CCCC1 (tetrahydrofuran), O1CCCC1 (tetrahydrofuran). Conditions: temperature 10 celsius. Yields the product FC1=CC=C(C2=C1C=C(O2)C)C(CC)O (1-(4-fluoro-2-methyl-benzofuran-7-yl)-propan-1-ol). The yield is 68.9%. As a reaction SMILES: Br[C:2]1[C:10]2[O:9][C:8]([CH3:11])=[CH:7][C:6]=2[C:5]([F:12])=[CH:4][CH:3]=1.[CH:13](=[O:16])[CH2:14][CH3:15].Cl>O1CCCC1>[F:12][C:5]1[C:6]2[CH:7]=[C:8]([CH3:11])[O:9][C:10]=2[C:2]([CH:13]([OH:16])[CH2:14][CH3:15])=[CH:3][CH:4]=1. Procedure details: A solution of 5.75 g (25.1 mmol) of 7-bromo-4-fluoro-2-methylbenzofuran in 90 ml of tetrahydrofuran was added dropwise to a suspension of 0.625 g (27.5 mmol) of Mg in 100 ml of boiling tetrahydrofuran and the mixture was stirred at reflux for 2.5 hours. Subsequently, it was cooled to 10° C., 2.75 ml (37.5 mmol) of propionaldehyde were added dropwise thereto and the mixture was stirred for 30 minutes. The mixture was poured into 200 ml of 1N hydrochloric acid and extracted three times with 150 ml...